This data is from the Open Reaction Database (ORD), a public repository of structured organic reaction records. The task is: describe an organic reaction: reactants, conditions, products, and yield Reactants: C1CCOC1, COC(=O)CCC(C(N)=O)N1Cc2c(O)cccc2C1=O, CC(C)OC(=O)N=NC(=O)OC(C)C, OCc1ccc(CN2CCOCC2)cc1. The product is COC(=O)CCC(C(N)=O)N1Cc2c(OCc3ccc(CN4CCOCC4)cc3)cccc2C1=O. Reaction SMILES: [CH2:51]1[O:52][CH2:53][CH2:54][CH2:55]1.[CH3:1][O:2][C:3]([CH2:4][CH2:5][CH:6]([N:7]1[C:8](=[O:17])[c:9]2[cH:10][cH:11][cH:12][c:13]([OH:16])[c:14]2[CH2:15]1)[C:18]([NH2:19])=[O:20])=[O:21].[N:22]([C:23]([O:24][CH:25]([CH3:26])[CH3:27])=[O:28])=[N:29][C:30]([O:31][CH:32]([CH3:33])[CH3:34])=[O:35].[O:36]1[CH2:37][CH2:38][N:39]([CH2:42][c:43]2[cH:44][cH:45][c:46]([CH2:49][OH:50])[cH:47][cH:48]2)[CH2:40][CH2:41]1>>[CH3:1][O:2][C:3]([CH2:4][CH2:5][CH:6]([N:7]1[C:8](=[O:17])[c:9]2[cH:10][cH:11][cH:12][c:13]([O:16][CH2:49][c:46]3[cH:45][cH:44][c:43]([CH2:42][N:39]4[CH2:38][CH2:37][O:36][CH2:41][CH2:40]4)[cH:48][cH:47]3)[c:14]2[CH2:15]1)[C:18]([NH2:19])=[O:20])=[O:21]. The reactants are O=C([O-])[O-], [Cs+], [Cs+], O=Cc1ccc(F)cc1, CN(C)C=O, O, OCC1CCNCC1. Product: O=Cc1ccc(N2CCC(CO)CC2)cc1. Reaction SMILES: [C:18](=[O:19])([O-:20])[O-:21].[Cs+:22].[Cs+:23].[F:1][c:2]1[cH:3][cH:4][c:5]([CH:6]=[O:7])[cH:8][cH:9]1.[O:25]=[CH:26][N:27]([CH3:28])[CH3:29].[OH2:24].[OH:10][CH2:11][CH:12]1[CH2:13][CH2:14][NH:15][CH2:16][CH2:17]1>>[c:2]1([N:15]2[CH2:14][CH2:13][CH:12]([CH2:11][OH:10])[CH2:17][CH2:16]2)[cH:3][cH:4][c:5]([CH:6]=[O:7])[cH:8][cH:9]1. The reactants are C(=O)(O)CC=1C=C(C=CC1I)C(C(=O)O)C (2-(3-Carboxymethyl-4-iodophenyl)propionic acid), Cl (hydrochloric acid), C([O-])([O-])=O.[K+].[K+] (potassium carbonate), C1(=CC=CC=C1)S (thiophenol). Reagents/catalysts: [Cu] (copper). Solvent: CN(C=O)C (N,N-dimethylformamide), CCCCCC.C(C)(=O)OCC.C(C)(=O)O (hexane ethyl acetate acetic acid). Reaction conditions: temperature 115 celsius. Product: C(=O)(O)CC=1C=C(C=CC1SC1=CC=CC=C1)C(C(=O)O)C (2-(3-carboxymethyl-4-phenylthiophenyl)propionic acid). Yield: 49.0%. As a reaction SMILES: [C:1]([CH2:4][C:5]1[CH:6]=[C:7]([CH:12]([CH3:16])[C:13]([OH:15])=[O:14])[CH:8]=[CH:9][C:10]=1I)([OH:3])=[O:2].C(=O)([O-])[O-].[K+].[K+].[C:23]1([SH:29])[CH:28]=[CH:27][CH:26]=[CH:25][CH:24]=1.Cl>[Cu].CCCCCC.C(OCC)(=O)C.C(O)(=O)C.CN(C)C=O>[C:1]([CH2:4][C:5]1[CH:6]=[C:7]([CH:12]([CH3:16])[C:13]([OH:15])=[O:14])[CH:8]=[CH:9][C:10]=1[S:29][C:23]1[CH:28]=[CH:27][CH:26]=[CH:25][CH:24]=1)([OH:3])=[O:2] |f:1.2.3,7.8.9|. Reported procedure: 2-(3-Carboxymethyl-4-iodophenyl)propionic acid (prepared in the manner as described in Example 12, 202 mg, 0.605 mol.), potassium carbonate (380 mg, 2.8 mmol.), N,N-dimethylformamide (DMF, 10 mL), and thiophenol (95 wt. %, 92 mg, 0.79 mmol.) were mixed. The resulting mixture was heated for 19 hours under reflux (temperature: approx. 115° C.) after addition of 20 mg of powdery copper. The reaction mixture was cooled, made acidic by addition of hydrochloric acid, and extracted with ethyl acetate. ... Starting materials: CCN(CC)C(=O)NC1CC2c3cccc4[nH]c(C5SCCS5)c(c34)CC2N(C)C1, CO. The product is CCN(CC)C(=O)NC1CC2c3cccc4[nH]c(C)c(c34)CC2N(C)C1. As a reaction SMILES: [CH2:1]([CH3:2])[N:3]([C:4](=[O:5])[NH:6][CH:7]1[CH2:8][N:9]([CH3:28])[CH:10]2[CH2:11][c:12]3[c:13]([CH:23]4[S:24][CH2:25][CH2:26][S:27]4)[nH:14][c:15]4[cH:16][cH:17][cH:18][c:19]([c:22]34)[CH:20]2[CH2:21]1)[CH2:29][CH3:30].[CH3:31][OH:32]>>[CH2:1]([CH3:2])[N:3]([C:4](=[O:5])[NH:6][CH:7]1[CH2:8][N:9]([CH3:28])[CH:10]2[CH2:11][c:12]3[c:13]([CH3:23])[nH:14][c:15]4[cH:16][cH:17][cH:18][c:19]([c:22]34)[CH:20]2[CH2:21]1)[CH2:29][CH3:30]. Starting materials: O=C([O-])[O-], CCOC(C)=O, C#CCBr, CC1(C)CC(c2ccccc2N2CCNCC2)CC(C)(C)C1, CN(C)C=O, ClCCl, [K+], [K+], [Na+], O=C([O-])O. The product is C#CCN1CCN(c2ccccc2C2CC(C)(C)CC(C)(C)C2)CC1. RXN SMILES: [C:27](=[O:28])([O-:29])[O-:30].[C:41]([O:42][CH2:43][CH3:44])(=[O:45])[CH3:46].[CH2:23]([C:24]#[CH:25])[Br:26].[CH3:1][C:2]1([CH3:22])[CH2:3][CH:4]([c:10]2[c:11]([N:16]3[CH2:17][CH2:18][NH:19][CH2:20][CH2:21]3)[cH:12][cH:13][cH:14][cH:15]2)[CH2:5][C:6]([CH3:8])([CH3:9])[CH2:7]1.[CH3:47][N:48]([CH3:49])[CH:50]=[O:51].[Cl:38][CH2:39][Cl:40].[K+:31].[K+:32].[Na+:33].[OH:34][C:35](=[O:36])[O-:37]>>[CH3:1][C:2]1([CH3:22])[CH2:3][CH:4]([c:10]2[c:11]([N:16]3[CH2:17][CH2:18][N:19]([CH2:25][C:24]#[CH:23])[CH2:20][CH2:21]3)[cH:12][cH:13][cH:14][cH:15]2)[CH2:5][C:6]([CH3:8])([CH3:9])[CH2:7]1. The solvent is CCCCCCC (heptane), C(C)#N (acetonitrile). Yields the product ClC(=C[C@H]1C([C@H]1C(=O)OCC=1C(=C(C=CC1Cl)C1=CC=CC=C1)Cl)(C)C)C(F)(F)Cl ((2,4-dichloro[1,1'-biphenyl]-3-yl)methyl cis-3-(2,3-dichloro-3,3-difluoro- 1-propenyl)-2,2-dimethylcyclopropanecarboxylate). As a reaction SMILES: [Cl:1][C:2]([C:12]([Cl:15])([F:14])[F:13])=[CH:3][C@H:4]1[C@H:6]([C:7]([OH:9])=[O:8])[C:5]1([CH3:11])[CH3:10].[OH-].[K+].Br[CH2:19][C:20]1[C:21]([Cl:33])=[C:22]([C:27]2[CH:32]=[CH:31][CH:30]=[CH:29][CH:28]=2)[CH:23]=[CH:24][C:25]=1[Cl:26].N12CCN(CC1)CC2>CCCCCCC.C(#N)C>[Cl:1][C:2]([C:12]([Cl:15])([F:13])[F:14])=[CH:3][C@@H:4]1[C@H:6]([C:7]([O:9][CH2:19][C:20]2[C:21]([Cl:33])=[C:22]([C:27]3[CH:32]=[CH:31][CH:30]=[CH:29][CH:28]=3)[CH:23]=[CH:24][C:25]=2[Cl:26])=[O:8])[C:5]1([CH3:11])[CH3:10] |f:1.2|. Reported procedure: This compound was prepared in the manner of Examples 8, 9, and 10 using 2.3 g (0.009 mole) of cis, trans-3-(2,3-dichloro-3,3-difluoro-1-propenyl)-2,2-dimethylcyclopropanecarboxylic acid (compound 4.4, Table III), 0.6 g (0.009 mole) of potassium hydroxide, 2.8 g (0.009 mole) of 3-bromomethyl-2,4-dichloro[1,1'-biphenyl] and 0.1 g of 1,4-diazabicyclo[2.2.2]octane in 50 ml of heptane and 50 ml of acetonitrile. The crude product was purified by removing the volatiles by distillation using a Kugelrohr... Starting materials: ClC(=C[C@@H]1C([C@H]1C(=O)O)(C)C)C(F)(F)Cl (trans-3-(2,3-dichloro-3,3-difluoro-1-propenyl)-2,2-dimethylcyclopropanecarboxylic acid), ClC(=C[C@@H]1C([C@H]1C(=O)O)(C)C)C(F)(F)Cl (trans-3-(2,3-dichloro-3,3-difluoro-1-propenyl)-2,2-dimethylcyclopropanecarboxylic acid), [OH-].[K+] (potassium hydroxide), BrCC=1C(=C(C=CC1Cl)C1=CC=CC=C1)Cl (3-bromomethyl-2,4-dichloro[1,1'-biphenyl]), N12CCN(CC1)CC2 (1,4-diazabicyclo[2.2.2]octane). Reactants: BrC1=C(C=CC=C1)CC(C(=O)O)C (3-(2-bromophenyl)-2-methylpropionic acid), polyphosphoric acid, ClC1=C(C=CC=C1)Cl (o-dichlorobenzene). Solvent: O (water). Run at temperature 140 celsius, time 6 hour. Product: BrC1=C2CC(C(C2=CC=C1)=O)C (4-bromo-2-methylindan-1-one). Yield: 56.4%. RXN SMILES: [Br:1][C:2]1[CH:7]=[CH:6][CH:5]=[CH:4][C:3]=1[CH2:8][CH:9]([CH3:13])[C:10]([OH:12])=O.ClC1C=CC=CC=1Cl>O>[Br:1][C:2]1[CH:7]=[CH:6][CH:5]=[C:4]2[C:3]=1[CH2:8][CH:9]([CH3:13])[C:10]2=[O:12]. Procedure: To 52.5 g of 3-(2-bromophenyl)-2-methylpropionic acid (215 mmole) were added 210 g of polyphosphoric acid and 250 ml of o-dichlorobenzene, and the mixture was stirred at 140° C. for 6 hours. The mixture was diluted with 300 ml of water, and the product was extracted with n-hexane and ether, dried and concentrated, and the residual concentrate thus obtained was distilled to give 27.3 g of 4-bromo-2-methylindan-1-one as a colorless oil (yield, 56%). Starting materials: ClC=1C(=NC=NC1Cl)N (5,6-dichloropyrimidin-4-amine), NCC1CCN(CC1)C(=O)OC(C)(C)C (tert-butyl 4-(aminomethyl)piperidine-1-carboxylate), FC1=C(C=C(C(=C1)OC1=CC=CC=C1)F)B(O)O ((2,5-difluoro-4-phenoxyphenyl)boronic acid), C(C=C)(=O)Cl (acryloyl chloride). Product: NC1=C(C(=NC=N1)NCC1CCN(CC1)C(C=C)=O)C1=C(C=C(C(=C1)F)OC1=CC=CC=C1)F (1-(4-(((6-amino-5-(2,5-difluoro-4-phenoxyphenyl)pyrimidin-4-yl)amino)methyl)piperidin-1-yl)prop-2-en-1-one). As a reaction SMILES: Cl[C:2]1[C:3]([NH2:9])=[N:4][CH:5]=[N:6][C:7]=1Cl.[NH2:10][CH2:11][CH:12]1[CH2:17][CH2:16][N:15]([C:18]([O:20]C(C)(C)C)=O)[CH2:14][CH2:13]1.[F:25][C:26]1[CH:31]=[C:30]([O:32][C:33]2[CH:38]=[CH:37][CH:36]=[CH:35][CH:34]=2)[C:29]([F:39])=[CH:28][C:27]=1B(O)O.[C:43](Cl)(=O)[CH:44]=C>>[NH2:9][C:3]1[N:4]=[CH:5][N:6]=[C:7]([NH:10][CH2:11][CH:12]2[CH2:13][CH2:14][N:15]([C:18](=[O:20])[CH:43]=[CH2:44])[CH2:16][CH2:17]2)[C:2]=1[C:27]1[CH:28]=[C:29]([F:39])[C:30]([O:32][C:33]2[CH:38]=[CH:37][CH:36]=[CH:35][CH:34]=2)=[CH:31][C:26]=1[F:25]. Reported procedure: 1-(4-(((6-amino-5-(2,5-difluoro-4-phenoxyphenyl)pyrimidin-4-yl)amino)methyl)piperidin-1-yl)prop-2-en-1-one was prepared from 5,6-dichloropyrimidin-4-amine, tert-butyl 4-(aminomethyl)piperidine-1-carboxylate, (2,5-difluoro-4-phenoxyphenyl)boronic acid, and acryloyl chloride in four steps according to general scheme 2, using methods I, C, D and G. MS: m/z=466 [M+H]+. 1H-NMR (400 MHz, DMSO-d6) δ 8.38 (s, 1H), 7.44 (dt, 4H), 7.36-7.12 (m, 5H), 6.79 (dd, 1H), 6.07 (dd, 1H), 5.64 (dd, 1H), 4.38 (d, 1H... Starting materials: O=C(F)C(F)(F)C(F)(F)Br, COCCOCCOC, [F-], [K+], O, O=S(=O)(F)OC(F)(F)C(F)=C(F)F. Product: FC(F)=C(F)C(F)(F)OC(F)(F)C(F)(F)C(F)(F)Br. As a reaction SMILES: [Br:3][C:4]([C:5]([C:6](=[O:7])[F:8])([F:9])[F:10])([F:11])[F:12].[CH3:27][O:28][CH2:29][CH2:30][O:31][CH2:32][CH2:33][O:34][CH3:35].[F-:1].[K+:2].[OH2:26].[S:13]([F:14])([O:15][C:17]([C:18](=[C:19]([F:20])[F:21])[F:22])([F:23])[F:24])(=[O:16])=[O:25]>>[F:1][C:6]([C:5]([C:4]([Br:3])([F:11])[F:12])([F:9])[F:10])([O:7][C:17]([C:18](=[C:19]([F:20])[F:21])[F:22])([F:23])[F:24])[F:8].